Dataset: the Open Reaction Database (ORD), a public repository of structured organic reaction records. Task: describe an organic reaction: reactants, conditions, products, and yield The reactants are N1=CN=CC2=C1C=CS2=O (thienopyrimidinone), ClC1=C(C=2N=CNC(C2S1)=O)Cl (6,7-dichlorothieno[3,2-d]pyrimidin-4(3H)-one), C[O-].[Na+] (sodium methoxide), CO[C@H]1[C@@H](N(CCC1)C(=O)OC)CC(CBr)=O (methyl trans-3-methoxy-2-(3-bromo-2-oxopropyl)-1-piperidinecarboxylate). Solvent: CO (methanol), CO (methanol), CO (methanol). Run at time 2 hour. The product is ClC1=C(C=2N=CN(C(C2S1)=O)CC(C[C@@H]1N(CCC[C@H]1OC)C(=O)OC)=O)Cl (Methyl trans-2-[3-(6,7-Dichloro-3,4-dihydro-4-oxothieno[3,2-d]pyrimidin-3-yl)-2-oxopropyl)-3-methoxy-1-piperidinecarboxylate). As a reaction SMILES: [Cl:1][C:2]1[S:10][C:9]2[C:8](=[O:11])[NH:7][CH:6]=[N:5][C:4]=2[C:3]=1[Cl:12].C[O-].[Na+].[CH3:16][O:17][C@@H:18]1[CH2:23][CH2:22][CH2:21][N:20]([C:24]([O:26][CH3:27])=[O:25])[C@H:19]1[CH2:28][C:29](=[O:32])[CH2:30]Br.N1C2C=CS(=O)C=2C=NC=1>CO>[Cl:1][C:2]1[S:10][C:9]2[C:8](=[O:11])[N:7]([CH2:30][C:29](=[O:32])[CH2:28][C@H:19]3[C@H:18]([O:17][CH3:16])[CH2:23][CH2:22][CH2:21][N:20]3[C:24]([O:26][CH3:27])=[O:25])[CH:6]=[N:5][C:4]=2[C:3]=1[Cl:12] |f:1.2|. Procedure: Under nitrogen in a flame dried round bottom flask with magnetic stirring, a solution of 0.440 g (0.002 moles) of 6,7-dichlorothieno[3,2-d]pyrimidin-4(3H)-one [M. Robba, J- M. Lecomte, and M. Cugnon de Sevricourt, Bull. soc. chim. France, 1970, 3630-3636], 5 ml of methanol, and 2.0 ml of 1.0N sodium methoxide in methanol was treated with a solution of 0.002 moles of methyl trans-3-methoxy-2-(3-bromo-2-oxopropyl)-1-piperidinecarboxylate and 2 ml of methanol. A colorless precipitate formed almost ... Reactants: ClC=1C=C(C=CC1S(=O)(=O)C)[C@H](C(=O)O)CC1CCCC1 (2(R)-(3-chloro-4-methanesulfonyl-phenyl)-3-cyclopentyl-propionic acid), solution, C(C(=O)Cl)(=O)Cl (oxalyl chloride), C(Cl)Cl (methylene chloride), [OH-].[NH4+] (ammonium hydroxide). Solvent: C1(=CC=CC=C1)C (toluene), CN(C=O)C (N,N-dimethylformamide). Reaction conditions: temperature 25 celsius, time 30 minute. The product is 40S, ClC=1C=C(C=CC1S(=O)(=O)C)[C@H](C(=O)N)CC1CCCC1 (2(R)-(3-chloro-4-methanesulfonyl-phenyl)-3-cyclopentyl-propionamide). Isolated yield 87.0%. As a reaction SMILES: [Cl:1][C:2]1[CH:3]=[C:4]([C@@H:12]([CH2:16][CH:17]2[CH2:21][CH2:20][CH2:19][CH2:18]2)[C:13](O)=[O:14])[CH:5]=[CH:6][C:7]=1[S:8]([CH3:11])(=[O:10])=[O:9].C(Cl)(=O)C(Cl)=O.C(Cl)Cl.[OH-].[NH4+:32]>C1(C)C=CC=CC=1.CN(C)C=O>[Cl:1][C:2]1[CH:3]=[C:4]([C@@H:12]([CH2:16][CH:17]2[CH2:21][CH2:20][CH2:19][CH2:18]2)[C:13]([NH2:32])=[O:14])[CH:5]=[CH:6][C:7]=1[S:8]([CH3:11])(=[O:10])=[O:9] |f:3.4|. Procedure: A solution of 2(R)-(3-chloro-4-methanesulfonyl-phenyl)-3-cyclopentyl-propionic acid (200 mg, 0.61 mmol) in toluene (4.8 mL) and N,N-dimethylformamide (12 μL) at 25° C. was treated with a 2.0 M solution of oxalyl chloride in methylene chloride (0.36 mL, 0.73 mmol). This solution was stirred at 25° C. for 30 min. At this time, the reaction was cooled to −60° C. and treated dropwise with a 30% aqueous ammonium hydroxide solution (0.59 mL, 5.24 mmol). The resulting suspension was allowed to graduall... Starting materials: C#C (acetylene), C1[C@@H](O1)COCC2=CC=CC=C2 ((R)-O-benzylglycidol), Cl (hydrochloric acid), [Cl-].[Na+] (sodium chloride). The solvent is CS(=O)C (dimethylsulfoxide). Run at temperature 5 celsius. Yields the product C(C1=CC=CC=C1)OC[C@H](CC#C)O ((S)-5-benzyloxy-4-hydroxy-1-pentyne). Yield: 89.0%. Reaction SMILES: [CH2:1]1[O:3][C@H:2]1[CH2:4][O:5][CH2:6][C:7]1[CH:12]=[CH:11][CH:10]=[CH:9][CH:8]=1.[Cl-].[Na+].Cl.[CH:16]#[CH:17]>CS(C)=O>[CH2:6]([O:5][CH2:4][C@@H:2]([OH:3])[CH2:1][C:16]#[CH:17])[C:7]1[CH:12]=[CH:11][CH:10]=[CH:9][CH:8]=1 |f:1.2|. Procedure: To a solution of 20.0 g (122 mmol) of (R)-O-benzylglycidol in dimethylsulfoxide (80 ml), 918.7 g (183 mmol) of a lithium acetylide-ethylenediamine complex (purity: 90%) was gradually added under stirring at a temperature of not higher than 5° C., and the mixture was stirred at the same temeprature for 40 minutes. To the reaction mixture, 150 ml of a saturated sodium chloride aqueous solution was added, and the mixture was acidified by an addition of concentrated hydrochloric acid. Then, the mixt... As a reaction SMILES: [C:1]([O:4]C(=O)C)(=[O:3])[CH3:2].[S:8]([O-])([O-:11])(=[O:10])=[O:9].[Na+:13].[Na+].S(=O)(=O)(O)O>C(O)(=O)C>[S:8]([O-:11])([O:4][C:1](=[O:3])[CH3:2])(=[O:10])=[O:9].[Na+:13] |f:1.2.3,6.7|. Product: S(=O)(=O)(OC(C)=O)[O-].[Na+] (sodium acetyl sulfate). Procedure: A sulfating mixture comprising sodium acetyl sulfate was prepared as follows: 162.9 grams acetic anhydride and 52.5 grams glacial acetic acid were added to a 1 liter jacketed resin flask. 30.8 grams of sodium sulfate were added and the contents stirred for 5 minutes. 20.15 grams of concentrated sulfuric acid (98% by weight) were added dropwise at such a rate that the temperature of the reactor contents did not exceed 55° C. The rate of addition of sulfuric acid may be increased, if desired, if c... Run at time 5 minute. The reactants are S(=O)(=O)([O-])[O-].[Na+].[Na+] (sodium sulfate), S(O)(O)(=O)=O (sulfuric acid), ice water, C(C)(=O)OC(C)=O (acetic anhydride), S(O)(O)(=O)=O (sulfuric acid), S(O)(O)(=O)=O (sulfuric acid). The solvent is C(C)(=O)O (acetic acid). Starting materials: [Na] (sodium), C(C)OC(=O)C=1C(N(C2=NC(=CC=C2C1O)C)CC)=O (1-ethyl-1,2-dihydro-4-hydroxy-7-methyl-2-oxo-1,8-naphthyridine-3-carboxylic acid ethyl ester). Solvent: C(C)O (ethanol). Conditions: time 2 hour. The product is [Na].C(C)OC(=O)C=1C(N(C2=NC(=CC=C2C1O)C)CC)=O (1-Ethyl-1,2-dihydro-4-hydroxy-7-methyl-2-oxo-1,8-naphthyridine-3-carboxylic acid ethyl ester sodium salt). RXN SMILES: [Na:1].[CH2:2]([O:4][C:5]([C:7]1[C:8](=[O:21])[N:9]([CH2:19][CH3:20])[C:10]2[C:15]([C:16]=1[OH:17])=[CH:14][CH:13]=[C:12]([CH3:18])[N:11]=2)=[O:6])[CH3:3]>C(O)C>[Na:1].[CH2:2]([O:4][C:5]([C:7]1[C:8](=[O:21])[N:9]([CH2:19][CH3:20])[C:10]2[C:15]([C:16]=1[OH:17])=[CH:14][CH:13]=[C:12]([CH3:18])[N:11]=2)=[O:6])[CH3:3] |f:3.4,^1:0,24|. Procedure details: To a solution of 0.23 g. (0.01 g. atoms) of sodium in 100 ml. of ethanol was added 2.76 g. (0.01 mole) of 1-ethyl-1,2-dihydro-4-hydroxy-7-methyl-2-oxo-1,8-naphthyridine-3-carboxylic acid ethyl ester prepared by the method of Example 1. The mixture was stirred at room temperature for 2 hours. The mixture was filtered and the filter cake was dissolved in boiling ethanol. After cooling, the solution was diluted with diethyl ether to the cloudy point. Further cooling produced a precipitate which was... The reactants are OCC1(OC2=C(N(C1=O)CCCCOC)C=C(C(=C2)C(F)(F)F)C(=O)N([C@H]2CN(CCC2)C(=O)OC(C)(C)C)C(C)C)C (tert-butyl (3R)-3-[{[2-(hydroxymethyl)-4-(4-methoxybutyl)-2-methyl-3-oxo-7-(trifluoromethyl)-3,4-dihydro-2H-1,4-benzoxazin-6-yl]carbonyl}(isopropyl)amino]piperidine-1-carboxylate), [H-].[Na+] (sodium hydride), COCCBr (2-bromoethyl methyl ether), [Cl-].[NH4+] (ammonium chloride). Run in CN(C=O)C (N,N-dimethylformamide). Reaction conditions: temperature 80 celsius, time 3 hour. The product is C(C)(C)N([C@H]1CN(CCC1)C(=O)OC(C)(C)C)C(=O)C=1C(=CC2=C(N(C(C(O2)(C)COCCOC)=O)CCCCOC)C1)C(F)(F)F (tert-Butyl (3R)-3-(isopropyl{[4-(4-methoxybutyl)-2-[(2-methoxyethoxy)methyl]-2-methyl-3-oxo-7-(trifluoromethyl)-3,4-dihydro-2H-1,4-benzoxazin-6-yl]carbonyl}amino)piperidine-1-carboxylate). RXN SMILES: [OH:1][CH2:2][C:3]1([CH3:43])[C:8](=[O:9])[N:7]([CH2:10][CH2:11][CH2:12][CH2:13][O:14][CH3:15])[C:6]2[CH:16]=[C:17]([C:24]([N:26]([CH:40]([CH3:42])[CH3:41])[C@@H:27]3[CH2:32][CH2:31][CH2:30][N:29]([C:33]([O:35][C:36]([CH3:39])([CH3:38])[CH3:37])=[O:34])[CH2:28]3)=[O:25])[C:18]([C:20]([F:23])([F:22])[F:21])=[CH:19][C:5]=2[O:4]1.[H-].[Na+].[CH3:46][O:47][CH2:48][CH2:49]Br.[Cl-].[NH4+]>CN(C)C=O>[CH:40]([N:26]([C:24]([C:17]1[C:18]([C:20]([F:23])([F:21])[F:22])=[CH:19][C:5]2[O:4][C:3]([CH2:2][O:1][CH2:49][CH2:48][O:47][CH3:46])([CH3:43])[C:8](=[O:9])[N:7]([CH2:10][CH2:11][CH2:12][CH2:13][O:14][CH3:15])[C:6]=2[CH:16]=1)=[O:25])[C@@H:27]1[CH2:32][CH2:31][CH2:30][N:29]([C:33]([O:35][C:36]([CH3:37])([CH3:39])[CH3:38])=[O:34])[CH2:28]1)([CH3:41])[CH3:42] |f:1.2,4.5|. Procedure: To a solution of tert-butyl (3R)-3-[{[2-(hydroxymethyl)-4-(4-methoxybutyl)-2-methyl-3-oxo-7-(trifluoromethyl)-3,4-dihydro-2H-1,4-benzoxazin-6-yl]carbonyl}(isopropyl)amino]piperidine-1-carboxylate (230 mg) in N,N-dimethylformamide (3 ml) were added sodium hydride (50 mg, 55% by weight) and 2-bromoethyl methyl ether (0.11 ml), and the mixture was stirred at 80° C. for 3 hours. To the reaction solution was added a saturated aqueous ammonium chloride solution, and the mixture was extracted with ethy... The reactants are CC(=O)O, CCO, N#Cc1cc([N+](=O)[O-])cc(C(F)(F)F)c1, O, Cl[Sn]Cl. Product: N#Cc1cc(N)cc(C(F)(F)F)c1. RXN SMILES: [CH3:16][C:17](=[O:18])[OH:19].[CH3:23][CH2:24][OH:25].[N+:1]([O-:2])(=[O:3])[c:4]1[cH:5][c:6]([C:7]#[N:8])[cH:9][c:10]([C:12]([F:13])([F:14])[F:15])[cH:11]1.[OH2:26].[Sn:20]([Cl:21])[Cl:22]>>[NH2:1][c:4]1[cH:5][c:6]([C:7]#[N:8])[cH:9][c:10]([C:12]([F:13])([F:14])[F:15])[cH:11]1. Reactants: N1CCCC1 (Pyrrolidine), FC1=C(C(=CC=C1)[N+](=O)[O-])C (2-fluoro-6-nitrotoluene), COC(N(C)C)OC (N,N-dimethyl formamide dimethyl acetal). The product is FC1=C(C(=CC=C1)[N+](=O)[O-])C=CN1CCCC1 (1-[2-(2-fluoro-6-nitro-phenyl)vinyl]pyrrolidine). Yield: 80.0%. Reaction SMILES: [NH:1]1[CH2:5][CH2:4][CH2:3][CH2:2]1.[F:6][C:7]1[CH:12]=[CH:11][CH:10]=[C:9]([N+:13]([O-:15])=[O:14])[C:8]=1[CH3:16].[CH3:17]OC(OC)N(C)C>>[F:6][C:7]1[CH:12]=[CH:11][CH:10]=[C:9]([N+:13]([O-:15])=[O:14])[C:8]=1[CH:16]=[CH:17][N:1]1[CH2:5][CH2:4][CH2:3][CH2:2]1. Procedure: Pyrrolidine (0.26 mL, 3.22 mmol) was added to a solution of 2-fluoro-6-nitrotoluene (5 g, 32.23 mmol) in N,N-dimethyl formamide dimethyl acetal (50 mL) and refluxed for 48 h. The resulting mixture was cooled to ambient temperature and partitioned between ethyl acetate (150 mL) and water (150 mL). The organic layer was separated and the aqueous layer extracted with ethyl acetate (5×30 mL). The combined organic layers were washed with water (3×30 mL), brine (3×20 mL), dried over anhydrous sodium s...